From a dataset of the Open Reaction Database (ORD), a public repository of structured organic reaction records. describe an organic reaction: reactants, conditions, products, and yield Reactants: FC1(C(C1)C(=O)O)F (2,2-Difluorocyclopropanecarboxylic acid), C=1C=CC2=C(C1)N=NN2O (HOBt), C(CCl)Cl (EDC), C([O-])(O)=O.[Na+] (sodium bicarbonate), N1C(=NC2=C1C=CC=C2)C2=NN(C1=CC=C(C=C21)N)C2OCCCC2 (3-(1H-benzo[d]imidazol-2-yl)-1-(tetrahydro-2H-pyran-2-yl)-1H-indazol-5-amine). Run in CN(C)C=O (DMF). Run at time 24 hour. Product: N1C(=NC2=C1C=CC=C2)C2=NN(C1=CC=C(C=C21)NC(=O)C2C(C2)(F)F)C2OCCCC2 (N-(3-(1H-benzo[d]imidazol-2-yl)-1-(tetrahydro-2H-pyran-2-yl)-1H-indazol-5-yl)-2,2-difluorocyclopropanecarboxamide). Isolated yield 50.0%. RXN SMILES: [F:1][C:2]1([F:8])[CH2:4][CH:3]1[C:5](O)=[O:6].C1C=CC2N(O)N=NC=2C=1.C(Cl)CCl.C(=O)(O)[O-].[Na+].[NH:28]1[C:32]2[CH:33]=[CH:34][CH:35]=[CH:36][C:31]=2[N:30]=[C:29]1[C:37]1[C:45]2[C:40](=[CH:41][CH:42]=[C:43]([NH2:46])[CH:44]=2)[N:39]([CH:47]2[CH2:52][CH2:51][CH2:50][CH2:49][O:48]2)[N:38]=1>CN(C=O)C>[NH:30]1[C:31]2[CH:36]=[CH:35][CH:34]=[CH:33][C:32]=2[N:28]=[C:29]1[C:37]1[C:45]2[C:40](=[CH:41][CH:42]=[C:43]([NH:46][C:5]([CH:3]3[CH2:4][C:2]3([F:8])[F:1])=[O:6])[CH:44]=2)[N:39]([CH:47]2[CH2:52][CH2:51][CH2:50][CH2:49][O:48]2)[N:38]=1 |f:3.4|. Procedure: 2,2-Difluorocyclopropanecarboxylic acid (8 mg, 0.065 mmol), HOBt (12 mg, 0.089 mmol), EDC (17 mg, 0.089 mmol) and sodium bicarbonate (56 mg, 0.059 mmol) were added to a solution of 3-(1H-benzo[d]imidazol-2-yl)-1-(tetrahydro-2H-pyran-2-yl)-1H-indazol-5-amine (20 mg, 0.059 mmol) in DMF (6 mL). The reaction mixture was stirred at room temperature for 24 h, and then the solvent was removed in vacuo. Purification by flash chromatography (6% CH3OH/CH2Cl2) afforded the title compound as a solid in a 50... The reactants are C(#N)C=1SC2=C(N1)C=CC(=C2)O (2-cyano-6-hydroxybenzothiazole), N1C=NC=C1 (imidazole), C(C)(C)(C)[Si](Cl)(C1=CC=CC=C1)C1=CC=CC=C1 (t-butyldiphenylchlorosilane). The solvent is C(C)(=O)OCC (ethyl acetate), CN(C)C=O (DMF). Run at time 3 hour. Yields the product C(#N)C=1SC2=C(N1)C=CC(=C2)O[Si](C2=CC=CC=C2)(C2=CC=CC=C2)C(C)(C)C (2-Cyano-6-t-butyldiphenylsiloxy-benzothiazole). Isolated yield 112.0%. As a reaction SMILES: [C:1]([C:3]1[S:4][C:5]2[CH:11]=[C:10]([OH:12])[CH:9]=[CH:8][C:6]=2[N:7]=1)#[N:2].N1C=CN=C1.[C:18]([Si:22]([C:30]1[CH:35]=[CH:34][CH:33]=[CH:32][CH:31]=1)([C:24]1[CH:29]=[CH:28][CH:27]=[CH:26][CH:25]=1)Cl)([CH3:21])([CH3:20])[CH3:19]>CN(C=O)C.C(OCC)(=O)C>[C:1]([C:3]1[S:4][C:5]2[CH:11]=[C:10]([O:12][Si:22]([C:18]([CH3:21])([CH3:20])[CH3:19])([C:30]3[CH:31]=[CH:32][CH:33]=[CH:34][CH:35]=3)[C:24]3[CH:29]=[CH:28][CH:27]=[CH:26][CH:25]=3)[CH:9]=[CH:8][C:6]=2[N:7]=1)#[N:2]. Procedure details: A solution of 2-cyano-6-hydroxybenzothiazole (5.0 g, 28 mmol) in 100 ml of anhydrous DMF under inert atmosphere was treated with 2.9 g of imidazole (4.2 mmol) followed by t-butyldiphenylchlorosilane (9.34 g, 34 mmol). The reaction was stirred at room temperature for 3 h and then diluted with 200 ml of ethyl acetate and washed with water (4×400 ml). The organic layer was dried over sodium sulfate and concentrated under reduced pressure. The crude product was purified by column chromatography, elu... The reactants are ClC1=CC=C(C=C1)N=C=O (4-Chlorophenyl isocyanate), Cl.CCOCC (HCl ether), ClC1=CC2=C(NC3=C2CNCC3)N=C1 (3-Chloro-6,7,8,9-tetrahydro-5H-dipyrido[2,3-b;3′,4′-d]pyrrole), CCN(C(C)C)C(C)C (DIEA). Solvent: C(Cl)Cl (DCM), CCOCC (ether). Run at time 8 hour. Product: Cl.ClC1=CC=C(C=C1)NC(=O)N1CC=2C3=C(NC2CC1)N=CC(=C3)Cl (3-Chloro-5,7,8,9-tetrahydro-dipyrido[2,3-b;3′,4′-d]pyrrole-6-carboxylic acid (4-chloro-phenyl)-amide.Hydrochloride Salt). Isolated yield 113.2%. As a reaction SMILES: [Cl:1][C:2]1[CH:14]=[N:13][C:5]2[NH:6][C:7]3[CH2:12][CH2:11][NH:10][CH2:9][C:8]=3[C:4]=2[CH:3]=1.CCN(C(C)C)C(C)C.[Cl:24][C:25]1[CH:30]=[CH:29][C:28]([N:31]=[C:32]=[O:33])=[CH:27][CH:26]=1.Cl.CCOCC>C(Cl)Cl.CCOCC>[ClH:1].[Cl:24][C:25]1[CH:30]=[CH:29][C:28]([NH:31][C:32]([N:10]2[CH2:11][CH2:12][C:7]3[NH:6][C:5]4[N:13]=[CH:14][C:2]([Cl:1])=[CH:3][C:4]=4[C:8]=3[CH2:9]2)=[O:33])=[CH:27][CH:26]=1 |f:3.4,7.8|. Procedure details: 3-Chloro-6,7,8,9-tetrahydro-5H-dipyrido[2,3-b;3′,4′-d]pyrrole (50 mg, 0.24 mmol), and DIEA (0.04 mL, 0.24 mmol) were dissolved in DCM (2 mL). 4-Chlorophenyl isocyanate (0.03 mL, 0.26 mmol) was added dropwise, and the reaction solution was stirred overnight at room temperature. The crude reaction mixture was concentrated, and converted to the HCl salt by dissolving the crude material in MeOH (2 ml) and adding 1 M HCl/ether (2 equiv). The resulting solution was refrigerated overnight. Additional e... Starting materials: CCN(C(C)C)C(C)C, C1CCOC1, Cc1onc(-c2ccccc2)c1COc1ccc(C(=O)O)cn1, Cl, OC1CNC1, O, On1nnc2ccccc21. Yields the product Cc1onc(-c2ccccc2)c1COc1ccc(C(=O)N2CC(O)C2)cn1. RXN SMILES: [CH2:41]([N:42]([CH:43]([CH3:44])[CH3:45])[CH:46]([CH3:47])[CH3:48])[CH3:49].[CH2:50]1[O:51][CH2:52][CH2:53][CH2:54]1.[CH3:1][c:2]1[c:3]([CH2:13][O:14][c:15]2[n:16][cH:17][c:18]([C:19](=[O:20])[OH:21])[cH:22][cH:23]2)[c:4](-[c:7]2[cH:8][cH:9][cH:10][cH:11][cH:12]2)[n:5][o:6]1.[ClH:24].[NH:25]1[CH2:26][CH:27]([OH:29])[CH2:28]1.[OH2:30].[OH:31][n:32]1[c:33]2[cH:34][cH:35][cH:36][cH:37][c:38]2[n:39][n:40]1>>[CH3:1][c:2]1[c:3]([CH2:13][O:14][c:15]2[n:16][cH:17][c:18]([C:19](=[O:21])[N:25]3[CH2:26][CH:27]([OH:29])[CH2:28]3)[cH:22][cH:23]2)[c:4](-[c:7]2[cH:8][cH:9][cH:10][cH:11][cH:12]2)[n:5][o:6]1. The reactants are O (Water), [Li+].[OH-] (LiOH), C1(CCCC1)[C@@H]1NC(O[C@H]2[C@H](CC/C=C/CC=3C(=NC=4C=CC=CC4C3OCC(=O)OC)O[C@@H]3C[C@H](N(C1=O)C3)C(N[C@]3([C@@H](C3)C=C)C(NS(=O)(=O)C3CC3)=O)=O)CCC2)=O (methyl {[(3aR,7S,10S,12R,21E,24aS)-7-cyclopentyl-10-({(1R,2S)-1-[(cyclopropylsulfonyl)carbamoyl]-2-ethenylcyclopropyl}carbamoyl)-5,8-dioxo-1,2,3,3a,5,6,7,8,11,12,20,23,24,24a-tetradecahydro-10H-9,12-methanocyclopenta[18,19][1,10,3,6]dioxadiazacyclononadecino[11,12-b]quinolin-19-yl]oxy}acetate). Run in CO (methanol), C1CCOC1 (THF). Yields the product C1(CCCC1)[C@@H]1NC(O[C@H]2[C@H](CC/C=C/CC=3C(=NC=4C=CC=CC4C3OCC(=O)O)O[C@@H]3C[C@H](N(C1=O)C3)C(N[C@]3([C@@H](C3)C=C)C(NS(=O)(=O)C3CC3)=O)=O)CCC2)=O ({[(3aR,7S,10S,12R,21E,24aS)-7-cyclopentyl-10-({(1R,2S)-1-[(cyclopropylsulfonyl)carbamoyl]-2-ethenylcyclopropyl}carbamoyl)-5,8-dioxo-1,2,3,3a,5,6,7,8,11,12,20,23,24,24a-tetradecahydro-10H-9,12-methanocyclopenta[18,19][1,10,3,6]dioxadiazacyclononadecino[11,12-b]quinolin-19-yl]oxy}acetic acid). Yield: 99.3%. Reaction SMILES: [CH:1]1([C@H:6]2[C:38](=[O:39])[N:37]3[CH2:40][C@@H:34]([CH2:35][C@H:36]3[C:41](=[O:57])[NH:42][C@:43]3([C:48](=[O:56])[NH:49][S:50]([CH:53]4[CH2:55][CH2:54]4)(=[O:52])=[O:51])[CH2:45][C@H:44]3[CH:46]=[CH2:47])[O:33][C:18]3=[N:19][C:20]4[CH:21]=[CH:22][CH:23]=[CH:24][C:25]=4[C:26]([O:27][CH2:28][C:29]([O:31]C)=[O:30])=[C:17]3[CH2:16][CH:15]=[CH:14][CH2:13][CH2:12][C@@H:11]3[CH2:58][CH2:59][CH2:60][C@H:10]3[O:9][C:8](=[O:61])[NH:7]2)[CH2:5][CH2:4][CH2:3][CH2:2]1.O.[Li+].[OH-]>C1COCC1.CO>[CH:1]1([C@H:6]2[C:38](=[O:39])[N:37]3[CH2:40][C@@H:34]([CH2:35][C@H:36]3[C:41](=[O:57])[NH:42][C@:43]3([C:48](=[O:56])[NH:49][S:50]([CH:53]4[CH2:54][CH2:55]4)(=[O:51])=[O:52])[CH2:45][C@H:44]3[CH:46]=[CH2:47])[O:33][C:18]3=[N:19][C:20]4[CH:21]=[CH:22][CH:23]=[CH:24][C:25]=4[C:26]([O:27][CH2:28][C:29]([OH:31])=[O:30])=[C:17]3[CH2:16][CH:15]=[CH:14][CH2:13][CH2:12][C@@H:11]3[CH2:58][CH2:59][CH2:60][C@H:10]3[O:9][C:8](=[O:61])[NH:7]2)[CH2:5][CH2:4][CH2:3][CH2:2]1 |f:2.3|. Reported procedure: The product of Step 1 (43 mg) was dissolved in THF (1 ml) and methanol (0.2 ml). Water (0.5 ml) and LiOH (11.95 mg) were added and the reaction was stirred until complete conversion. The reaction was quenched with 1N HCl (0.4 mL) and 5% KHSO4 was added until the pH was 3. The mixture was extracted with ether then ethyl acetate. The combined organics were washed with water (5×) then brine, dried over magnesium sulfate, filtered and concentrated to yield 42 mg of pure product. HRMS (ES+) m/z 848.3... Reactants: C1(=CC=CC=C1)N1N=C(C=C1C1=CC=CC=C1)CCC=1C=C(C=CC1)O (3-[2-(1,5-diphenyl-1H-pyrazol-3-yl)ethyl]phenol), BrCC(=O)OC (methyl bromoacetate), C([O-])([O-])=O.[K+].[K+] (potassium carbonate), [I-].[K+] (potassium iodide). Solvent: C(C)#N (acetonitrile). The product is C1(=CC=CC=C1)N1N=C(C=C1C1=CC=CC=C1)CCC=1C=C(OCC(=O)OC)C=CC1 (methyl [3-[2-(1,5-diphenyl-1H-pyrazol-3-yl)ethyl]phenoxy]acetate). Yield: 90.1%. Reaction SMILES: [C:1]1([N:7]2[C:11]([C:12]3[CH:17]=[CH:16][CH:15]=[CH:14][CH:13]=3)=[CH:10][C:9]([CH2:18][CH2:19][C:20]3[CH:21]=[C:22]([OH:26])[CH:23]=[CH:24][CH:25]=3)=[N:8]2)[CH:6]=[CH:5][CH:4]=[CH:3][CH:2]=1.Br[CH2:28][C:29]([O:31][CH3:32])=[O:30].C(=O)([O-])[O-].[K+].[K+].[I-].[K+]>C(#N)C>[C:1]1([N:7]2[C:11]([C:12]3[CH:17]=[CH:16][CH:15]=[CH:14][CH:13]=3)=[CH:10][C:9]([CH2:18][CH2:19][C:20]3[CH:21]=[C:22]([CH:23]=[CH:24][CH:25]=3)[O:26][CH2:28][C:29]([O:31][CH3:32])=[O:30])=[N:8]2)[CH:6]=[CH:5][CH:4]=[CH:3][CH:2]=1 |f:2.3.4,5.6|. Reported procedure: A mixture of 3-[2-(1,5-diphenyl-1H-pyrazol-3-yl)ethyl]phenol (4.50 g, 13 mmol), methyl bromoacetate (2.23 g, 1.375 mL, 14.5 mmol), potassium carbonate (2.19 g, 16 mmol), potassium iodide (catalytic amount) and acetonitrile (80 mL) was stirred at reflux for 3 hours. The mixture was filtered, concentrated and the residue chromatographed on a column of silica gel prepared in a mixture of hexanes and diethyl ether (9:1). Subsequent elution with a mixture of hexanes and diethyl ether (1:1) furnished ... Starting materials: Cc1nc2ccccc2n1-c1nc(N2CCOCC2)c2nc(CBr)n(C)c2n1, NC1CCC(F)(F)CC1. The product is Cc1nc2ccccc2n1-c1nc(N2CCOCC2)c2nc(CNC3CCC(F)(F)CC3)n(C)c2n1. RXN SMILES: [Br:1][CH2:2][c:3]1[n:4]([CH3:28])[c:5]2[n:6][c:7](-[n:18]3[c:19]([CH3:27])[n:20][c:21]4[c:22]3[cH:23][cH:24][cH:25][cH:26]4)[n:8][c:9]([N:12]3[CH2:13][CH2:14][O:15][CH2:16][CH2:17]3)[c:10]2[n:11]1.[F:29][C:30]1([F:37])[CH2:31][CH2:32][CH:33]([NH2:36])[CH2:34][CH2:35]1>>[CH2:2]([c:3]1[n:4]([CH3:28])[c:5]2[n:6][c:7](-[n:18]3[c:19]([CH3:27])[n:20][c:21]4[c:22]3[cH:23][cH:24][cH:25][cH:26]4)[n:8][c:9]([N:12]3[CH2:13][CH2:14][O:15][CH2:16][CH2:17]3)[c:10]2[n:11]1)[NH:36][CH:33]1[CH2:32][CH2:31][C:30]([F:29])([F:37])[CH2:35][CH2:34]1.